Dataset: the Open Reaction Database (ORD), a public repository of structured organic reaction records. Task: describe an organic reaction: reactants, conditions, products, and yield The reactants are NC1=NC2=C(C(=NC1)C1=C(C=CC=C1)Cl)C=C(C=C2)Cl (2-amino-7-chloro-5-(2-chlorophenyl)-3H-1,4-benzodiazepine), ClCC(=O)CCl (1,3-dichloroacetone), C([O-])([O-])=O.[K+].[K+] (potassium carbonate). Run in O1CCOCC1 (dioxan). Run at temperature 98 celsius, time 22 hour. Yields the product ClC=1C=CC2=C(C(=NCC=3N2C=C(N3)CO)C3=C(C=CC=C3)Cl)C1 (8-chloro-6-(2-chlorophenyl)-4H-imidazo-[1,2-a][1,4]benzodiazepine-2-methanol). Isolated yield 35.5%. As a reaction SMILES: [NH2:1][C:2]1[CH2:8][N:7]=[C:6]([C:9]2[CH:14]=[CH:13][CH:12]=[CH:11][C:10]=2[Cl:15])[C:5]2[CH:16]=[C:17]([Cl:20])[CH:18]=[CH:19][C:4]=2[N:3]=1.Cl[CH2:22][C:23]([CH2:25]Cl)=O.C(=O)([O-])[O-:28].[K+].[K+]>O1CCOCC1>[Cl:20][C:17]1[CH:18]=[CH:19][C:4]2[N:3]3[CH:25]=[C:23]([CH2:22][OH:28])[N:1]=[C:2]3[CH2:8][N:7]=[C:6]([C:9]3[CH:14]=[CH:13][CH:12]=[CH:11][C:10]=3[Cl:15])[C:5]=2[CH:16]=1 |f:2.3.4|. Procedure details: A solution of 9.1 g of 2-amino-7-chloro-5-(2-chlorophenyl)-3H-1,4-benzodiazepine (K. Meguro, H. Tawada & Y. Kuwada, Yakugaku Zasshi, 1973, 93, 1253-1262) and 11.4 g of 1,3-dichloroacetone in 195 ml of dioxan was treated with 24.9 g of anhydrous potassium carbonate and stirred at 98° C. for 22 h. After cooling the inorganic salts were filtered off, the filtrate was treated with 0.75 g of p-toluenesulphonic acid and stirred at 98° C. for 2.5 h. 60 ml of 1N aqueous sodium hydroxide solution and 2.0... Product: dimethyl acetal, CN(C(=O)NC=1SC(=NN1)S(=O)(=O)C)CC=O (2-[1-methyl-3-(5-methylsulfonyl-1,3,4-thiadiazol-2-yl)ureido]acetaldehyde). RXN SMILES: [CH3:1][S:2]([C:5]1[S:9][C:8]([N:10]=[C:11]=[O:12])=[N:7][N:6]=1)(=[O:4])=[O:3].C[CH:14]([NH2:17])[CH:15]=[O:16].[CH:18]1C=CC=CC=1>>[CH3:18][N:17]([CH2:14][CH:15]=[O:16])[C:11]([NH:10][C:8]1[S:9][C:5]([S:2]([CH3:1])(=[O:4])=[O:3])=[N:6][N:7]=1)=[O:12]. The reactants are C1=CC=CC=C1 (benzene), CS(=O)(=O)C1=NN=C(S1)N=C=O (5-methylsulfonyl-1,3,4-thiadiazol-2-yl isocyanate), dimethyl acetal, CC(C=O)N (2-methyl-aminoacetaldehyde), C1=CC=CC=C1 (benzene). Procedure: A mixture of 5-methylsulfonyl-1,3,4-thiadiazol-2-yl isocyanate dimer (0.05 mole), the dimethyl acetal of 2-methyl-aminoacetaldehyde (0.1 mole) and benzene (60 ml) are charged into a glass reaction vessel equipped with a mechanical stirrer and reflux condenser. The reaction mixture is heated at reflux for a period of about 15 minutes. After this time the mixture is stripped of benzene under reduced pressure to yield a solid product as the residue. The residue is then recrystallized to yield the d...